Dataset: the Open Reaction Database (ORD), a public repository of structured organic reaction records. Task: describe an organic reaction: reactants, conditions, products, and yield The reactants are C(#N)C[C@@H]1C[C@@H](OCO1)CC(=O)O ((±)-cis-6-(cyanomethyl)-1,3-dioxane-4-acetic acid), N (ammonia), [H][H] (hydrogen), O (water). Solvent: CO (methanol). Reaction conditions: temperature 45 celsius. Yields the product NCC[C@@H]1C[C@@H](OCO1)CC(=O)O ((±)-cis-6-(2-aminoethyl)-1,3-dioxane-4-acetic acid). Yield: 60.6%. As a reaction SMILES: [C:1]([CH2:3][C@H:4]1[O:9][CH2:8][O:7][C@@H:6]([CH2:10][C:11]([OH:13])=[O:12])[CH2:5]1)#[N:2].N.O.[H][H]>CO>[NH2:2][CH2:1][CH2:3][C@H:4]1[O:9][CH2:8][O:7][C@@H:6]([CH2:10][C:11]([OH:13])=[O:12])[CH2:5]1. Procedure details: A solution of 1.04 g (4.88 mmol) of (±)-cis-6-(cyanomethyl)-1,3-dioxane-4-acetic acid in 100 mL of methanol saturated with anhydrous ammonia is added to a Parr shaker bottle containing 0.53 g of water wet Raney nickel #30. The solution is heated at 45° C. and 50 pounds per square inch gage (psig) hydrogen pressure for 17 hours. The suspension is cooled and filtered to remove the Raney nickel through filter aid and the precipitate washed with methanol. The filtrate is concentrated at reduced pres...